describe an organic reaction: reactants, conditions, products, and yield From a dataset of the Open Reaction Database (ORD), a public repository of structured organic reaction records. Reactants: B, [BH4-], BrC(Br)(Br)Br, BrC(Br)(Br)C(Br)(Br)Br, [Li]CCCC, CCCCCC, N#CCc1ccccc1, [Na+], N#C[Na], C1CCOC1, O. The product is NCCc1ccccc1. Reaction SMILES: [BH3:33].[BH4-:19].[Br:14][C:15]([Br:16])([Br:17])[Br:18].[Br:6][C:7]([Br:8])([Br:9])[C:10]([Br:11])([Br:12])[Br:13].[CH2:1]([Li:2])[CH2:3][CH2:4][CH3:5].[CH3:34][CH2:35][CH2:36][CH2:37][CH2:38][CH3:39].[N:24]#[C:25][CH2:26][c:27]1[cH:28][cH:29][cH:30][cH:31][cH:32]1.[Na+:20].[Na:21][C:22]#[N:23].[O:40]1[CH2:41][CH2:42][CH2:43][CH2:44]1.[OH2:45]>>[NH2:24][CH2:25][CH2:26][c:27]1[cH:28][cH:29][cH:30][cH:31][cH:32]1. Starting materials: C=C(COc1cc2c(cc1I)C(C)(C)CCC2(C)C)c1ccc(Br)s1, CC(=O)[O-], CC(=O)[O-], CCCCN(CCCC)CCCC, CC#N, O=CO, [Pd+2]. Reaction SMILES: [Br:17][c:18]1[cH:19][cH:20][c:21]([C:23](=[CH2:24])[CH2:25][O:26][c:27]2[cH:28][c:29]3[c:34]([cH:35][c:36]2[I:37])[C:33]([CH3:38])([CH3:39])[CH2:32][CH2:31][C:30]3([CH3:40])[CH3:41])[s:22]1.[C:45]([O-:46])(=[O:47])[CH3:48].[C:49]([O-:50])(=[O:51])[CH3:52].[CH3:1][CH2:2][CH2:3][CH2:4][N:5]([CH2:6][CH2:7][CH2:8][CH3:9])[CH2:10][CH2:11][CH2:12][CH3:13].[CH3:42][C:43]#[N:44].[CH:14]([OH:15])=[O:16].[Pd+2:53]>>[Br:17][c:18]1[cH:19][cH:20][c:21]([C:23]2([CH3:24])[CH2:25][O:26][c:27]3[cH:28][c:29]4[c:34]([cH:35][c:36]32)[C:33]([CH3:38])([CH3:39])[CH2:32][CH2:31][C:30]4([CH3:40])[CH3:41])[s:22]1. Yields the product CC1(C)CCC(C)(C)c2cc3c(cc21)OCC3(C)c1ccc(Br)s1.